From a dataset of the Open Reaction Database (ORD), a public repository of structured organic reaction records. describe an organic reaction: reactants, conditions, products, and yield Starting materials: C1CCOC1, C=CCCCC(F)(F)CNC(C(=O)OC)C(C)C, [Li+], [OH-], O, O. The product is C=CCCCC(F)(F)CNC(C(=O)O)C(C)C. Reaction SMILES: [CH2:22]1[O:23][CH2:24][CH2:25][CH2:26]1.[F:4][C:5]([CH2:6][NH:7][CH:8]([CH:9]([CH3:10])[CH3:11])[C:12](=[O:13])[O:14][CH3:15])([CH2:16][CH2:17][CH2:18][CH:19]=[CH2:20])[F:21].[Li+:3].[OH-:2].[OH2:1].[OH2:27]>>[F:4][C:5]([CH2:6][NH:7][CH:8]([CH:9]([CH3:10])[CH3:11])[C:12](=[O:13])[OH:14])([CH2:16][CH2:17][CH2:18][CH:19]=[CH2:20])[F:21]. Reactants: CC1CCC(=O)N1, C1CCOC1, CS(C)=O, ClCc1ccccc1CCl, Cl, [H-], [Na+]. The product is CC1CCC(=O)N1Cc1ccccc1CCl. Reaction SMILES: [C:1]1(=[O:7])[CH2:2][CH2:3][CH:4]([CH3:5])[NH:6]1.[CH2:21]1[O:22][CH2:23][CH2:24][CH2:25]1.[CH3:26][S:27]([CH3:28])=[O:29].[Cl:10][CH2:11][c:12]1[c:13]([CH2:18][Cl:19])[cH:14][cH:15][cH:16][cH:17]1.[ClH:20].[H-:9].[Na+:8]>>[C:1]1(=[O:7])[CH2:2][CH2:3][CH:4]([CH3:5])[N:6]1[CH2:18][c:13]1[c:12]([CH2:11][Cl:10])[cH:17][cH:16][cH:15][cH:14]1. Starting materials: C1(CCCCC1)N (cyclohexylamine), BrC(C(=O)Cl)C1=CC=CC=C1 (α-bromophenylacetyl chloride). The solvent is C(Cl)(Cl)Cl (chloroform). Product: C1(CCCCC1)NC(C(Br)C1=CC=CC=C1)=O (N-cyclohexyl-α-bromophenylacetamide). Isolated yield 41.3%. As a reaction SMILES: [CH:1]1([NH2:7])[CH2:6][CH2:5][CH2:4][CH2:3][CH2:2]1.[Br:8][CH:9]([C:13]1[CH:18]=[CH:17][CH:16]=[CH:15][CH:14]=1)[C:10](Cl)=[O:11]>C(Cl)(Cl)Cl>[CH:1]1([NH:7][C:10](=[O:11])[CH:9]([C:13]2[CH:18]=[CH:17][CH:16]=[CH:15][CH:14]=2)[Br:8])[CH2:6][CH2:5][CH2:4][CH2:3][CH2:2]1. Reported procedure: To a mixture of cyclohexylamine (10.9 g), triethylemine (11.1 g) and chloroform (200 ml), α-bromophenylacetyl chloride (23.3 g) was added dropwise over 10 minutes under cooling with ice and stirring, and the mixture was refluxed for 10 hours. After cooling by allowing to stand, the reaction mixture was washed with 0.5N hydrochloric acid (100 ml), with 0.5N aqueous solution of sodium hydroxide (100 ml) and with saturated saline solution (100 ml), and then concentrated. The residue was recrystalli...